Dataset: the Open Reaction Database (ORD), a public repository of structured organic reaction records. Task: describe an organic reaction: reactants, conditions, products, and yield The reactants are [Si](C1=CC=CC=C1)(C1=CC=CC=C1)(C(C)(C)C)OCC1=NC=C(C(=C1N1C[C@H](O[C@H](C1)C)C)Cl)F ((2R,6S)-4-(2-((tert-butyldiphenylsilyloxy)methyl)-4-chloro-5-fluoropyridin-3-yl)-2,6-dimethylmorpholine), [Si](C1=CC=CC=C1)(C1=CC=CC=C1)(C(C)(C)C)OCC1=NC=C(C(=C1N1C[C@H](O[C@H](C1)C)C)Cl)F ((2R,6S)-4-(2-((tert-butyldiphenylsilyloxy)methyl)-4-chloro-5-fluoropyridin-3-yl)-2,6-dimethylmorpholine), CON(C(C)=O)C (N-methoxy-N-methylacetamide). The product is [Si](C1=CC=CC=C1)(C1=CC=CC=C1)(C(C)(C)C)OCC1=C(C(=C(C(=N1)C(C)=O)F)Cl)N1C[C@H](O[C@H](C1)C)C (1-(6-((tert-Butyldiphenylsilyloxy)methyl)-4-chloro-5-((2R,6S)-2,6-dimethylmorpholino)-3-fluoropyridin-2-yl)ethanone). Reaction SMILES: [Si:1]([O:18][CH2:19][C:20]1[C:25]([N:26]2[CH2:31][C@H:30]([CH3:32])[O:29][C@H:28]([CH3:33])[CH2:27]2)=[C:24]([Cl:34])[C:23]([F:35])=[CH:22][N:21]=1)([C:14]([CH3:17])([CH3:16])[CH3:15])([C:8]1[CH:13]=[CH:12][CH:11]=[CH:10][CH:9]=1)[C:2]1[CH:7]=[CH:6][CH:5]=[CH:4][CH:3]=1.CON(C)[C:39](=[O:41])[CH3:40]>>[Si:1]([O:18][CH2:19][C:20]1[N:21]=[C:22]([C:39](=[O:41])[CH3:40])[C:23]([F:35])=[C:24]([Cl:34])[C:25]=1[N:26]1[CH2:31][C@H:30]([CH3:32])[O:29][C@H:28]([CH3:33])[CH2:27]1)([C:14]([CH3:17])([CH3:15])[CH3:16])([C:8]1[CH:13]=[CH:12][CH:11]=[CH:10][CH:9]=1)[C:2]1[CH:3]=[CH:4][CH:5]=[CH:6][CH:7]=1. Reported procedure: Starting materials: (2R,6S)-4-(2-((tert-butyldiphenylsilyloxy)methyl)-4-chloro-5-fluoropyridin-3-yl)-2,6-dimethylmorpholine (Intermediate 45) and N-methoxy-N-methylacetamide. Starting materials: CCO, CO, CC(C)O, [Na+], O=S(=O)(O)C(Br)c1ccc([Na])cc1, [OH-], O, OCC(O)CO. As a reaction SMILES: [CH2:29]([OH:30])[CH3:31].[CH3:27][OH:28].[CH:23]([OH:24])([CH3:25])[CH3:26].[Na+:8].[Na:9][c:10]1[cH:11][cH:12][c:13]([CH:14]([S:15](=[O:16])(=[O:17])[OH:18])[Br:19])[cH:20][cH:21]1.[OH-:7].[OH2:22].[OH:1][CH2:2][CH:3]([OH:4])[CH2:5][OH:6]>>[O:1]([CH2:2][CH:3]([OH:4])[CH2:5][OH:6])[CH:14]([c:13]1[cH:12][cH:11][c:10]([Na:9])[cH:21][cH:20]1)[S:15](=[O:16])(=[O:17])[OH:18]. Product: O=S(=O)(O)C(OCC(O)CO)c1ccc([Na])cc1.